From a dataset of the Open Reaction Database (ORD), a public repository of structured organic reaction records. describe an organic reaction: reactants, conditions, products, and yield Reactants: CC(=O)Cl, O=C1NC(C(=O)O)CCCCCCC1CS, c1ccncc1. Product: CC(=O)SCC1CCCCCCC(C(=O)O)NC1=O. Reaction SMILES: [CH3:17][C:18]([Cl:19])=[O:20].[SH:1][CH2:2][CH:3]1[C:4](=[O:16])[NH:5][CH:6]([C:13](=[O:14])[OH:15])[CH2:7][CH2:8][CH2:9][CH2:10][CH2:11][CH2:12]1.[cH:21]1[cH:22][cH:23][n:24][cH:25][cH:26]1>>[S:1]([CH2:2][CH:3]1[C:4](=[O:16])[NH:5][CH:6]([C:13](=[O:14])[OH:15])[CH2:7][CH2:8][CH2:9][CH2:10][CH2:11][CH2:12]1)[C:18]([CH3:17])=[O:20]. Starting materials: C=1C=CC2=C(C1)NC3=C2CCC3. Reagents/catalysts: N=1C=CC(=CC1C=2N=CC=C(C2)C(C)(C)C)C(C)(C)C, O1B(OC(C)(C)C1(C)C)B2OC(C)(C)C(O2)(C)C, O1BOC(C)(C)C1(C)C, C1CC=CCCC=C1.C1CC=CCCC=C1.[Cl-].[Cl-].[Ir].[Ir]. Run in O1CCCC1. Reaction conditions: temperature 80 celsius, time 8 hour. Yields the product O1B(OC(C)(C)C1(C)C)C2=CC=CC3=C2NC4=C3CCC4. The yield is 64.0%. Reactants: C(C)(C)(C)C1=CC=C(COC2=CC(=CC=3C(CCC(C23)(C)C)(C)C)C(C#C)O)C=C1 (1-[4-(4-tert-butylbenzyloxy)-5,5,8,8-tetramethyl-5,6,7,8-tetrahydro-2-naphthyl]prop-2-yn-1-ol), IC1=CC=C(C(=O)O)C=C1 (4-iodobenzoic acid). The reagents and catalysts are Cl[Pd]([P](C1=CC=CC=C1)(C2=CC=CC=C2)C3=CC=CC=C3)([P](C4=CC=CC=C4)(C5=CC=CC=C5)C6=CC=CC=C6)Cl (bis(triphenylphosphine)dichloropalladium), [Cu](I)I (copper iodide). Yields the product C(C)(C)(C)C1=CC=C(COC2=CC(=CC=3C(CCC(C23)(C)C)(C)C)C(C#CC2=CC=C(C(=O)O)C=C2)O)C=C1 (4-{3-[4-(4-tert-butylbenzyloxy)-5,5,8,8-tetramethyl-5,6,7,8-tetrahydro-2-naphthyl]-3-hydroxy-prop-1-ynyl}benzoic acid). The yield is 71.0%. RXN SMILES: [C:1]([C:5]1[CH:30]=[CH:29][C:8]([CH2:9][O:10][C:11]2[C:20]3[C:19]([CH3:22])([CH3:21])[CH2:18][CH2:17][C:16]([CH3:24])([CH3:23])[C:15]=3[CH:14]=[C:13]([CH:25]([OH:28])[C:26]#[CH:27])[CH:12]=2)=[CH:7][CH:6]=1)([CH3:4])([CH3:3])[CH3:2].I[C:32]1[CH:40]=[CH:39][C:35]([C:36]([OH:38])=[O:37])=[CH:34][CH:33]=1>[Cu](I)I.Cl[Pd](Cl)([P](C1C=CC=CC=1)(C1C=CC=CC=1)C1C=CC=CC=1)[P](C1C=CC=CC=1)(C1C=CC=CC=1)C1C=CC=CC=1>[C:1]([C:5]1[CH:30]=[CH:29][C:8]([CH2:9][O:10][C:11]2[C:20]3[C:19]([CH3:21])([CH3:22])[CH2:18][CH2:17][C:16]([CH3:23])([CH3:24])[C:15]=3[CH:14]=[C:13]([CH:25]([OH:28])[C:26]#[C:27][C:32]3[CH:40]=[CH:39][C:35]([C:36]([OH:38])=[O:37])=[CH:34][CH:33]=3)[CH:12]=2)=[CH:7][CH:6]=1)([CH3:2])([CH3:3])[CH3:4] |^1:46,65|. Reported procedure: In a manner similar to that of Example 1g, by reacting 760 mg (1.9 mmol) of 1-[4-(4-tert-butylbenzyloxy)-5,5,8,8-tetramethyl-5,6,7,8-tetrahydro-2-naphthyl]prop-2-yn-1-ol with 390 mg (1.6 mmol) of 4-iodobenzoic acid in the presence of 15 mg of copper iodide and 28 mg of bis(triphenylphosphine)dichloropalladium. The desired product is obtained in the form of white crystals (m=600 mg; yield=71%; m.p.=254° C.). Starting materials: C(C)(C)O (isopropanol), C(C)(C)O (isopropanol), C1=CN(C=N1)C(=O)N2C=CN=C2 (CDI), C(=O)(OC(C)(C)C)N1C(CCC1)C1=CC=C(C(=O)O)C=C1 (N-Boc-4-pyrrolidin-2-ylbenzoic acid), Cl.Cl.NC1=C(C(=O)N)C=CC=C1N (2,3-diaminobenzamide dihydrochloride). Run in hexanes, CN(C=O)C (dimethylformamide), N1=CC=CC=C1 (pyridine). Conditions: time 30 minute. Product: C(N)(=O)C1=CC=CC=2NC(=NC21)C2=CC=C(C=C2)C2N(CCC2)C(=O)OC(C)(C)C (tert-butyl 2-(4-(4-carbamoyl-1H-benzimidazol-2-yl)phenyl)pyrrolidine-1-carboxylate). As a reaction SMILES: [C:1]([N:8]1[CH2:12][CH2:11][CH2:10][CH:9]1[C:13]1[CH:21]=[CH:20][C:16]([C:17](O)=O)=[CH:15][CH:14]=1)([O:3][C:4]([CH3:7])([CH3:6])[CH3:5])=[O:2].C1N=CN(C(N2C=NC=C2)=O)C=1.Cl.Cl.[NH2:36][C:37]1[C:45]([NH2:46])=[CH:44][CH:43]=[CH:42][C:38]=1[C:39]([NH2:41])=[O:40].C(O)(C)C>CN(C)C=O.N1C=CC=CC=1>[C:39]([C:38]1[C:37]2[N:36]=[C:17]([C:16]3[CH:15]=[CH:14][C:13]([CH:9]4[CH2:10][CH2:11][CH2:12][N:8]4[C:1]([O:3][C:4]([CH3:7])([CH3:6])[CH3:5])=[O:2])=[CH:21][CH:20]=3)[NH:46][C:45]=2[CH:44]=[CH:43][CH:42]=1)(=[O:40])[NH2:41] |f:2.3.4|. Procedure details: N-Boc-4-pyrrolidin-2-ylbenzoic acid (0.29 g) in dimethylformamide (DMF, 1 mL) and pyridine (1 mL) at 40° C. was stirred for 10 minutes, treated with CDI (0.17 g) stirred for 30 minutes, treated with 2,3-diaminobenzamide dihydrochloride (0.22 g), stirred at ambient temperature for 3.5 hours, treated with isopropanol (2 mL), stirred at ambient temperature for 16 hours, treated with isopropanol (5 mL) and hexanes (40 mL) and decanted. The residue was stirred in water (3 mL) at ambient temperature w... Reactants: O.Cl.FC1=CC=C(C=C1)NC(C1CCNCC1)C1=CC=C(C=C1)F (N,α-bis(4-fluorophenyl)-4-piperidinemethanamine hydrochloride hydrate), O(C1=CC=CC=C1)CCCBr (3-phenoxy propyl bromide), C([O-])([O-])=O.[Na+].[Na+] (sodium carbonate). Run in C(CCC)O (1-butanol). Product: O.Cl.Cl.FC1=CC=C(C=C1)NC(C1CCN(CC1)CCCOC1=CC=CC=C1)C1=CC=C(C=C1)F.FC1=CC=C(C=C1)NC(C1CCN(CC1)CCCOC1=CC=CC=C1)C1=CC=C(C=C1)F.Cl.Cl (N,α-bis(4-Fluorophenyl)-1-(3-phenoxypropyl)-4-piperidinemethanamine dihydrochloride hemihydrate). Reaction SMILES: O.[ClH:2].[F:3][C:4]1[CH:9]=[CH:8][C:7]([NH:10][CH:11]([C:18]2[CH:23]=[CH:22][C:21]([F:24])=[CH:20][CH:19]=2)[CH:12]2[CH2:17][CH2:16][NH:15][CH2:14][CH2:13]2)=[CH:6][CH:5]=1.[O:25]([CH2:32][CH2:33][CH2:34]Br)[C:26]1[CH:31]=[CH:30][CH:29]=[CH:28][CH:27]=1.C(=O)([O-])[O-].[Na+].[Na+]>C(O)CCC>[OH2:25].[ClH:2].[ClH:2].[F:3][C:4]1[CH:5]=[CH:6][C:7]([NH:10][CH:11]([C:18]2[CH:19]=[CH:20][C:21]([F:24])=[CH:22][CH:23]=2)[CH:12]2[CH2:17][CH2:16][N:15]([CH2:34][CH2:33][CH2:32][O:25][C:26]3[CH:31]=[CH:30][CH:29]=[CH:28][CH:27]=3)[CH2:14][CH2:13]2)=[CH:8][CH:9]=1.[F:3][C:4]1[CH:5]=[CH:6][C:7]([NH:10][CH:11]([C:18]2[CH:19]=[CH:20][C:21]([F:24])=[CH:22][CH:23]=2)[CH:12]2[CH2:17][CH2:16][N:15]([CH2:34][CH2:33][CH2:32][O:25][C:26]3[CH:31]=[CH:30][CH:29]=[CH:28][CH:27]=3)[CH2:14][CH2:13]2)=[CH:8][CH:9]=1.[ClH:2].[ClH:2] |f:0.1.2,4.5.6,8.9.10.11.12.13.14|. Procedure: A mixture of 3.92 g (10.5 mmol) of N,α-bis(4-fluorophenyl)-4-piperidinemethanamine hydrochloride hydrate, 2.77 g (13.0 mmol) of 3-phenoxy propyl bromide, 3.80 g (36.0 mmol) of sodium carbonate, and 0.61 g (3.7 mmol) of KI in 400 mL of 1-butanol was heated at reflux for 69 h. The solvent was removed in vacuo, and the residue was partitioned between CH2Cl2 and dilute NaOH. The CH2Cl2 solution was dried (Na2SO4), and the solvent was removed in vacuo. The residue was subjected to flash column chroma...